This data is from the Open Reaction Database (ORD), a public repository of structured organic reaction records. The task is: describe an organic reaction: reactants, conditions, products, and yield Starting materials: COC1=C2C=CC(=CC2=CC=C1)NC=1SC(=C(N1)C(=O)OCC)NC(=O)C1=CSC=C1 (ethyl 2-[(5-methoxynaphthalen-2-yl)amino]-5-(thiophene-3-carboxamido)-thiazole-4-carboxylate), N.CO (NH3 MeOH). Run in C1CCOC1 (THF). Reaction conditions: temperature 80 celsius. Yields the product COC1=C2C=CC(=CC2=CC=C1)NC=1SC(=C(N1)C(=O)N)NC(=O)C1=CSC=C1 (2-[(5-methoxynaphthalen-2-yl)amino]-5-(thiophene-3-carboxamido)thiazole-4-carboxamide). Isolated yield 92.0%. Reaction SMILES: [CH3:1][O:2][C:3]1[CH:12]=[CH:11][CH:10]=[C:9]2[C:4]=1[CH:5]=[CH:6][C:7]([NH:13][C:14]1[S:15][C:16]([NH:24][C:25]([C:27]3[CH:31]=[CH:30][S:29][CH:28]=3)=[O:26])=[C:17]([C:19]([O:21]CC)=O)[N:18]=1)=[CH:8]2.[NH3:32].CO>C1COCC1>[CH3:1][O:2][C:3]1[CH:12]=[CH:11][CH:10]=[C:9]2[C:4]=1[CH:5]=[CH:6][C:7]([NH:13][C:14]1[S:15][C:16]([NH:24][C:25]([C:27]3[CH:31]=[CH:30][S:29][CH:28]=3)=[O:26])=[C:17]([C:19]([NH2:32])=[O:21])[N:18]=1)=[CH:8]2 |f:1.2|. Procedure: To a solution of ethyl 2-[(5-methoxynaphthalen-2-yl)amino]-5-(thiophene-3-carboxamido)-thiazole-4-carboxylate (0.105 g, 0.23 mmol) in THF (5 mL) was added 7N NH3—MeOH (5 mL), and the mixture was heated at 80° C. for 16 hrs in a sealed tube. The solvent was evaporated in vacuo, and the resulting solids were collected by filtration and washed with MeOH to give 90 mg (92% yield) of the titled compound. Starting materials: C(O)CN (monoethanolamine), CN(C)C=O (DMF), C=1C=CC2=C(C1)N=NN2O (HOBT), C1CCC(CC1)N=C=NC2CCCCC2 (DCC), N1C(C[C@H]1C(=O)N[C@@H](CC1=CNC=N1)C(=O)N1[C@H](C(=O)O)CCC1)=O (Nα -[(S)-2-azetidinone-4-carbonyl]-L-histidyl-L-proline), CN(C)C=O (DMF). Run in C(Cl)(Cl)Cl.CO (chloroform methanol). The product is N1C(C[C@H]1C(=O)N[C@@H](CC1=CNC=N1)C(=O)N1[C@H](C(=O)NCCO)CCC1)=O (Nα -[(S)-2-azetidinone-4-carbonyl]-L-histidyl-N-(2-hydroxyethyl)-L-prolinamide). Reaction SMILES: [NH:1]1[C@H:4]([C:5]([NH:7][C@H:8]([C:15](N2CCC[C@H]2C(O)=O)=[O:16])[CH2:9][C:10]2[N:14]=[CH:13][NH:12][CH:11]=2)=[O:6])[CH2:3][C:2]1=[O:25].[CH:26]1[CH:27]=[CH:28][C:29]2[N:34](O)N=[N:32][C:30]=2C=1.C1CCC(N=C=NC2CCCCC2)CC1.[CH2:51]([CH2:53]N)[OH:52].CN(C=[O:59])C>C(Cl)(Cl)Cl.CO>[NH:1]1[C@H:4]([C:5]([NH:7][C@H:8]([C:15]([N:34]2[CH2:26][CH2:27][CH2:28][C@H:29]2[C:30]([NH:32][CH2:53][CH2:51][OH:52])=[O:59])=[O:16])[CH2:9][C:10]2[N:14]=[CH:13][NH:12][CH:11]=2)=[O:6])[CH2:3][C:2]1=[O:25] |f:5.6|. Procedure details: In 8 ml of DMF was dissolved 277 mg of compound (13) and then 168 mg of HOBT and 330 mg of DCC were added to the solution under ice-cooling. After maintaining a reaction for one hour under ice-cooling, the reaction was further maintained for 2 hours at room temperature. After ice-cooling again the reaction mixture, 2 ml of a DMF solution of 80 mg of monoethanolamine to maintain the reaction for one hour and thereafter, the reaction was further maintained overnight at room temperature. The precip...